Dataset: the Open Reaction Database (ORD), a public repository of structured organic reaction records. Task: describe an organic reaction: reactants, conditions, products, and yield The reactants are CCCCCCCCCCCCc1ccc(C(=O)Cl)s1, CCCCCCc1cnc(-c2ccc(O)cc2)nc1, Cl, O, c1ccncc1. Yields the product CCCCCCCCCCCCc1ccc(C(=O)Oc2ccc(-c3ncc(CCCCCC)cn3)cc2)s1. RXN SMILES: [CH2:26]([CH2:27][CH2:28][CH2:29][CH2:30][CH2:31][CH2:32][CH2:33][CH2:34][CH2:35][CH2:36][CH3:37])[c:38]1[cH:39][cH:40][c:41]([C:43](=[O:44])[Cl:45])[s:42]1.[CH2:7]([CH2:8][CH2:9][CH2:10][CH2:11][CH3:12])[c:13]1[cH:14][n:15][c:16](-[c:19]2[cH:20][cH:21][c:22]([OH:25])[cH:23][cH:24]2)[n:17][cH:18]1.[ClH:46].[OH2:47].[cH:1]1[cH:2][cH:3][n:4][cH:5][cH:6]1>>[CH2:7]([CH2:8][CH2:9][CH2:10][CH2:11][CH3:12])[c:13]1[cH:14][n:15][c:16](-[c:19]2[cH:20][cH:21][c:22]([O:25][C:43]([c:41]3[cH:40][cH:39][c:38]([CH2:26][CH2:27][CH2:28][CH2:29][CH2:30][CH2:31][CH2:32][CH2:33][CH2:34][CH2:35][CH2:36][CH3:37])[s:42]3)=[O:44])[cH:23][cH:24]2)[n:17][cH:18]1. Starting materials: CCOC(=O)C(Cc1ccc(N)s1)NC(=O)OC(C)(C)C, O=C(N=C=S)c1ccccc1, CC(C)=O. The product is CCOC(=O)C(Cc1ccc(NC(=S)NC(=O)c2ccccc2)s1)NC(=O)OC(C)(C)C. Reaction SMILES: [C:1]([CH3:2])([CH3:3])([CH3:4])[O:5][C:6](=[O:7])[NH:8][CH:9]([CH2:10][c:11]1[s:12][c:13]([NH2:16])[cH:14][cH:15]1)[C:17](=[O:18])[O:19][CH2:20][CH3:21].[C:22]([c:23]1[cH:24][cH:25][cH:26][cH:27][cH:28]1)(=[O:29])[N:30]=[C:31]=[S:32].[CH3:33][C:34](=[O:35])[CH3:36]>>[C:1]([CH3:2])([CH3:3])([CH3:4])[O:5][C:6](=[O:7])[NH:8][CH:9]([CH2:10][c:11]1[s:12][c:13]([NH:16][C:31]([NH:30][C:22]([c:23]2[cH:24][cH:25][cH:26][cH:27][cH:28]2)=[O:29])=[S:32])[cH:14][cH:15]1)[C:17](=[O:18])[O:19][CH2:20][CH3:21]. The reactants are [Na] (sodium), C(C)(C)(C)C1=CC(=NO1)NC(OC)=O (methyl N-(5-t-butyl-3-isoxazolyl)carbamate), C[O-].[Na+] (sodium methoxide), resultant mixture. The product is CN(C(OC)=O)C1=NOC(=C1)C(C)(C)C (methyl N-methyl-N-(5-t-butyl-3-isoxazolyl)carbamate). The solvent is CO (methanol). Conditions: time 1 hour. RXN SMILES: [CH3:1][O-].[Na+].[Na].[C:5]([C:9]1[O:13][N:12]=[C:11]([NH:14][C:15](=[O:18])[O:16][CH3:17])[CH:10]=1)([CH3:8])([CH3:7])[CH3:6]>CO>[CH3:1][N:14]([C:11]1[CH:10]=[C:9]([C:5]([CH3:8])([CH3:6])[CH3:7])[O:13][N:12]=1)[C:15](=[O:18])[O:16][CH3:17] |f:0.1,^1:3|. Procedure details: To the sodium methoxide obtained by mixing sodium (1.57 g) with anhydrous methanol (45 ml), methyl N-(5-t-butyl-3-isoxazolyl)carbamate (12.88 g) is added. The resultant mixture is stirred at room temperature for 10 minutes, and the methanol is evaporated under reduced pressure. The residue is mixed with anhydrous benzene (100 ml) and dimethyl sulfate (8.61 g). The resultant mixture is stirred for 1 hour and refluxed for 1 hour. After cooling, the precipitate is filtered off. The organic layer is... Product: S1C=NC(=C1)CN1CCN(CC1)C=1C=CC=2N(N1)C(=NN2)C(F)(F)F (6-[4-(1,3-thiazol-4-ylmethyl)piperazin-1-yl]-3-(trifluoromethyl)-[1,2,4]triazolo[4,3-b]pyridazine). Procedure details: Reductive amination of 6-(piperazin-1-yl)-3-(trifluoromethyl)-[1,2,4]triazolo[4,3-b]pyridazine with 1,3-thiazole-4-carbaldehyde was carried out according to General Synthetic Method 5. The crude product was purified by hplc using a Waters XBridge Prep C18 OBD column (5μ silica, 19 mm diameter, 100 mm length) eluted with decreasingly polar mixtures of water (containing 1% aqueous ammonia) and acetonitrile as eluents to give 6-[4-(1,3-thiazol-4-ylmethyl)piperazin-1-yl]-3-(trifluoromethyl)-[1,2,4]t... RXN SMILES: [N:1]1([C:7]2[CH:8]=[CH:9][C:10]3[N:11]([C:13]([C:16]([F:19])([F:18])[F:17])=[N:14][N:15]=3)[N:12]=2)[CH2:6][CH2:5][NH:4][CH2:3][CH2:2]1.[S:20]1[CH:24]=[C:23]([CH:25]=O)[N:22]=[CH:21]1>>[S:20]1[CH:24]=[C:23]([CH2:25][N:4]2[CH2:3][CH2:2][N:1]([C:7]3[CH:8]=[CH:9][C:10]4[N:11]([C:13]([C:16]([F:17])([F:18])[F:19])=[N:14][N:15]=4)[N:12]=3)[CH2:6][CH2:5]2)[N:22]=[CH:21]1. Reactants: N1(CCNCC1)C=1C=CC=2N(N1)C(=NN2)C(F)(F)F (6-(piperazin-1-yl)-3-(trifluoromethyl)-[1,2,4]triazolo[4,3-b]pyridazine), S1C=NC(=C1)C=O (1,3-thiazole-4-carbaldehyde). The reactants are O=C([O-])[O-], COS(=O)(=O)OC, CN(C)C=O, [K+], [K+], O, O=C(O)C=CC(=S)c1ccc(-c2ccccc2)cc1. Yields the product COC(=O)C=CC(=S)c1ccc(-c2ccccc2)cc1. As a reaction SMILES: [C:27](=[O:28])([O-:29])[O-:30].[CH3:20][O:21][S:22]([O:23][CH3:24])(=[O:25])=[O:26].[CH3:34][N:35]([CH3:36])[CH:37]=[O:38].[K+:31].[K+:32].[OH2:33].[c:1]1(-[c:7]2[cH:8][cH:9][c:10]([C:11](=[S:12])[CH:13]=[CH:14][C:15](=[O:16])[OH:17])[cH:18][cH:19]2)[cH:2][cH:3][cH:4][cH:5][cH:6]1>>[c:1]1(-[c:7]2[cH:8][cH:9][c:10]([C:11](=[S:12])[CH:13]=[CH:14][C:15](=[O:16])[O:17][CH3:20])[cH:18][cH:19]2)[cH:2][cH:3][cH:4][cH:5][cH:6]1. The reactants are [H-].[Al+3].[Li+].[H-].[H-].[H-] (LAH), FC1=CC=C(OC=2C=C(C=CC2)NC(=O)C2CCN(CC2)C=2C3=C(N=CN2)NC=C3C)C=C1 (1-(5-methyl-7H-pyrrolo[2,3-d]pyrimidin-4-yl)-piperidine-4-carboxylic acid [3-(4-fluoro-phenoxy)-phenyl]-amide), Na2SO4.10H2O. The solvent is O1CCCC1 (THF), O1CCCC1 (THF). Product: FC1=CC=C(OC=2C=C(C=CC2)NCC2CCN(CC2)C=2C3=C(N=CN2)NC=C3C)C=C1 ([3-(4-fluoro-phenoxy)-phenyl]-[1-(5-methyl-7H-pyrrolo[2,3-d]pyrimidin-4-yl)-piperidin-4-ylmethyl]-amine). As a reaction SMILES: [F:1][C:2]1[CH:33]=[CH:32][C:5]([O:6][C:7]2[CH:8]=[C:9]([NH:13][C:14]([CH:16]3[CH2:21][CH2:20][N:19]([C:22]4[C:23]5[C:30]([CH3:31])=[CH:29][NH:28][C:24]=5[N:25]=[CH:26][N:27]=4)[CH2:18][CH2:17]3)=O)[CH:10]=[CH:11][CH:12]=2)=[CH:4][CH:3]=1.[H-].[Al+3].[Li+].[H-].[H-].[H-]>O1CCCC1>[F:1][C:2]1[CH:33]=[CH:32][C:5]([O:6][C:7]2[CH:8]=[C:9]([NH:13][CH2:14][CH:16]3[CH2:21][CH2:20][N:19]([C:22]4[C:23]5[C:30]([CH3:31])=[CH:29][NH:28][C:24]=5[N:25]=[CH:26][N:27]=4)[CH2:18][CH2:17]3)[CH:10]=[CH:11][CH:12]=2)=[CH:4][CH:3]=1 |f:1.2.3.4.5.6|. Procedure: A solution of 1-(5-methyl-7H-pyrrolo[2,3-d]pyrimidin-4-yl)-piperidine-4-carboxylic acid [3-(4-fluoro-phenoxy)-phenyl]-amide (52 mg, 0.12 mmol) in anhydrous THF (tetrahydrofuran) (10 mL) was cooled in an ice bath for 15 minutes with stirring. To this a solution of LAH (lithium aluminum hydride) in THF (1.0 M, 1.2 mL, 1.2 mmol) was added slowly. The reaction mixture was warmed to room temperature and stirred for 15 minutes, and then heated to reflux for 2 hours. The mixture was cooled to room temp... Reactants: [BH3-]C#N, O=C([O-])O, CCO, CC(=O)O, COC(=O)CCCC=CCC1COC(C)OC1C=O, [Na+], [Na+], NNC(=O)c1cccs1. The product is COC(=O)CCCC=CCC1COC(C)OC1CNNC(=O)c1cccs1. Reaction SMILES: [C:29]([BH3-:30])#[N:31].[C:33](=[O:34])([OH:35])[O-:36].[CH3:38][CH2:39][OH:40].[CH3:41][C:42](=[O:43])[OH:44].[CH:1](=[O:2])[CH:3]1[O:4][CH:5]([CH3:19])[O:6][CH2:7][CH:8]1[CH2:9][CH:10]=[CH:11][CH2:12][CH2:13][CH2:14][C:15](=[O:16])[O:17][CH3:18].[Na+:32].[Na+:37].[c:20]1([C:25](=[O:26])[NH:27][NH2:28])[cH:21][cH:22][cH:23][s:24]1>>[CH2:1]([CH:3]1[O:4][CH:5]([CH3:19])[O:6][CH2:7][CH:8]1[CH2:9][CH:10]=[CH:11][CH2:12][CH2:13][CH2:14][C:15](=[O:16])[O:17][CH3:18])[NH:28][NH:27][C:25]([c:20]1[cH:21][cH:22][cH:23][s:24]1)=[O:26].